From a dataset of the Open Reaction Database (ORD), a public repository of structured organic reaction records. describe an organic reaction: reactants, conditions, products, and yield As a reaction SMILES: C(OC(=O)[NH:7][C:8]1([CH2:16][CH2:17][C:18]2[CH:23]=[CH:22][C:21]([O:24][CH2:25][CH2:26][CH2:27][CH2:28][CH2:29][CH2:30][CH3:31])=[C:20]([C:32]([F:35])([F:34])[F:33])[CH:19]=2)[CH2:13][O:12]C(C)(C)[O:10][CH2:9]1)(C)(C)C.[ClH:37]>C(O)C>[ClH:37].[NH2:7][C:8]([CH2:16][CH2:17][C:18]1[CH:23]=[CH:22][C:21]([O:24][CH2:25][CH2:26][CH2:27][CH2:28][CH2:29][CH2:30][CH3:31])=[C:20]([C:32]([F:33])([F:34])[F:35])[CH:19]=1)([CH2:9][OH:10])[CH2:13][OH:12] |f:3.4|. Run in C(C)O (ethanol). Run at temperature 80 celsius, time 2 hour. Product: Cl.NC(CO)(CO)CCC1=CC(=C(C=C1)OCCCCCCC)C(F)(F)F (2-amino-2-[2-(4-heptyloxy-3-trifluoromethylphenyl)ethyl]propane-1,3-diol Hydrochloride). The reactants are C(C)(C)(C)OC(NC1(COC(OC1)(C)C)CCC1=CC(=C(C=C1)OCCCCCCC)C(F)(F)F)=O ({2,2-dimethyl-5-[2-(4-heptyloxy-3-trifluoromethylphenyl)ethyl]-1,3-dioxan-5-yl}carbamic Acid t-butyl Ester), Cl (hydrochloric acid). Procedure details: Compound 1-2 (640 mg) was dissolved in ethanol (15 ml), concentrated hydrochloric acid (3 ml) was added, and the mixture was stirred at 80° C. for 2 hr. The reaction mixture was concentrated, and the residue was washed with diethyl ether to give the object product (492 mg) as white powder.